From a dataset of the Open Reaction Database (ORD), a public repository of structured organic reaction records. describe an organic reaction: reactants, conditions, products, and yield The reactants are ClC1=C(C=CC=C1)C1=CC=C(C=C1)CCC(=O)Cl (β-(2'-chloro-4-biphenylyl)propionyl chloride), C[Mg]Br (methylmagnesium bromide), [Cl-].[NH4+] (ammonium chloride). The solvent is CCOCC (ether), CCOCC (ether). Reaction conditions: temperature -70 celsius. The product is ClC1=C(C=CC=C1)C1=CC=C(C=C1)CCC(C)=O (4-(2'-chloro-4-biphenylyl)butan-2-one). Reaction SMILES: [Cl:1][C:2]1[CH:7]=[CH:6][CH:5]=[CH:4][C:3]=1[C:8]1[CH:13]=[CH:12][C:11]([CH2:14][CH2:15][C:16](Cl)=[O:17])=[CH:10][CH:9]=1.[CH3:19][Mg]Br.[Cl-].[NH4+]>CCOCC>[Cl:1][C:2]1[CH:7]=[CH:6][CH:5]=[CH:4][C:3]=1[C:8]1[CH:13]=[CH:12][C:11]([CH2:14][CH2:15][C:16](=[O:17])[CH3:19])=[CH:10][CH:9]=1 |f:2.3|. Procedure: A solution of β-(2'-chloro-4-biphenylyl)propionyl chloride (28 g.) in anhydrous ether 1 l. is cooled to -70°C. To it is added dropwise a solution of 3M methylmagnesium bromide in ether (34 ml.). The reaction is stirred vigorously throughout. When addition of the grignard is complete (approx. 1 hr), the mixture is allowed to come to room temperature and is decomposed by adding carefully a saturated ammonium chloride solution (approx. 500 ml). The ether phase is washed with brine, dried over sodiu... Reactants: CC=1C=C(C=CC1)N=C=O (3-methylphenyl isocyanate), NCC(=O)N1[C@H](SC[C@H]1C(=O)OC(C)(C)C)C1=CC=CC=C1 (tert-butyl (2R,4R)-3-(2-aminoacetyl)-2-phenyl-4-thiazolidinecarboxylate). Solvent: O1CCCC1 (tetrahydrofuran), C(C)(=O)OCC (ethyl acetate). Conditions: temperature 25 celsius, time 12 hour. Yields the product CC=1C=C(C=CC1)NC(NCC(=O)N1[C@H](SC[C@H]1C(=O)OC(C)(C)C)C1=CC=CC=C1)=O (tert-butyl (2R,4R)-3-{2-[3-(3-methylphenyl)ureido]acetyl}-2-phenyl-4-thiazolidinecarboxylate). As a reaction SMILES: [CH3:1][C:2]1[CH:3]=[C:4]([N:8]=[C:9]=[O:10])[CH:5]=[CH:6][CH:7]=1.[NH2:11][CH2:12][C:13]([N:15]1[C@H:19]([C:20]([O:22][C:23]([CH3:26])([CH3:25])[CH3:24])=[O:21])[CH2:18][S:17][C@@H:16]1[C:27]1[CH:32]=[CH:31][CH:30]=[CH:29][CH:28]=1)=[O:14]>O1CCCC1.C(OCC)(=O)C>[CH3:1][C:2]1[CH:3]=[C:4]([NH:8][C:9](=[O:10])[NH:11][CH2:12][C:13]([N:15]2[C@H:19]([C:20]([O:22][C:23]([CH3:26])([CH3:25])[CH3:24])=[O:21])[CH2:18][S:17][C@@H:16]2[C:27]2[CH:28]=[CH:29][CH:30]=[CH:31][CH:32]=2)=[O:14])[CH:5]=[CH:6][CH:7]=1. Reported procedure: 0.8 cm3 of 3-methylphenyl isocyanate is added to a solution of 2.0 g of tert-butyl (2R,4R)-3-(2-aminoacetyl)-2-phenyl-4-thiazolidinecarboxylate in 25 cm3 of anhydrous tetrahydrofuran. The reaction mixture is stirred for 12 hours at a temperature in the vicinity of 25° C., then diluted with 100 cm3 of ethyl acetate. The organic phase is washed with 2 times 40 cm3 of water, dried over magnesium sulphate and concentrated to dryness under reduced pressure at 40° C. The crude product obtained is puri... Starting materials: ClC1=CC=C(N)C=C1 (4-chloroaniline), C(C)C(C(=O)[O-])=O (ethylglyoxalate), BrC1=C(C=C)C=CC=C1 (2-bromostyrene), FC(C(=O)O)(F)F (trifluoroacetic acid). Solvent: C(C)#N (acetonitrile). The product is C(C)OC(=O)C1NC2=CC=C(C=C2C(C1)C1=C(C=CC=C1)Br)Cl (6-chloro-4-(2-bromophenyl)-1,2,3,4-tetrahydroquinoline-2-carboxylic Acid Ethyl Ester). As a reaction SMILES: [Cl:1][C:2]1[CH:8]=[CH:7][C:5]([NH2:6])=[CH:4][CH:3]=1.[CH2:9]([C:11](=O)[C:12]([O-:14])=[O:13])[CH3:10].[Br:16][C:17]1[CH:24]=[CH:23][CH:22]=[CH:21][C:18]=1C=C.F[C:26](F)(F)[C:27](O)=O>C(#N)C>[CH2:26]([O:14][C:12]([CH:11]1[CH2:9][CH:10]([C:18]2[CH:21]=[CH:22][CH:23]=[CH:24][C:17]=2[Br:16])[C:7]2[C:5](=[CH:4][CH:3]=[C:2]([Cl:1])[CH:8]=2)[NH:6]1)=[O:13])[CH3:27]. Reported procedure: Compound 54 was prepared by the basic process from 5.0 mmol 4-chloroaniline, 5.5 mmol ethylglyoxalate solution (50% toluene), 15.0 mmol 2-bromostyrene and 5.0 mmol trifluoroacetic acid in 30.0 ml acetonitrile.